Dataset: the Open Reaction Database (ORD), a public repository of structured organic reaction records. Task: describe an organic reaction: reactants, conditions, products, and yield Starting materials: Cc1cccc(Br)n1, O=C([O-])[O-], CCC(C)(C)O, O=C([O-])O, CCOC(C)=O, [K+], [K+], NC(=O)c1ccsc1N, [Na+]. The product is Cc1cccc(Nc2sccc2C(N)=O)n1. Reaction SMILES: [Br:16][c:17]1[n:18][c:19]([CH3:23])[cH:20][cH:21][cH:22]1.[C:10](=[O:11])([O-:12])[O-:13].[C:24]([OH:25])([CH2:26][CH3:27])([CH3:28])[CH3:29].[C:36](=[O:37])([OH:38])[O-:39].[CH3:30][CH2:31][O:32][C:33](=[O:34])[CH3:35].[K+:14].[K+:15].[NH2:1][c:2]1[s:3][cH:4][cH:5][c:6]1[C:7](=[O:8])[NH2:9].[Na+:40]>>[NH:1]([c:2]1[s:3][cH:4][cH:5][c:6]1[C:7](=[O:8])[NH2:9])[c:17]1[n:18][c:19]([CH3:23])[cH:20][cH:21][cH:22]1.